This data is from the Open Reaction Database (ORD), a public repository of structured organic reaction records. The task is: describe an organic reaction: reactants, conditions, products, and yield Reactants: C(C1=CC(OC)=C(O)C(OC)=C1)=O (syringaldehyde), [N+](=O)([O-])C1=CC=C(CBr)C=C1 (p-nitrobenzyl bromide), C([O-])([O-])=O.[K+].[K+] (potassium carbonate). Run in CC(=O)C (acetone). Product: COC=1C=C(C=O)C=C(C1OCC1=CC=C(C=C1)[N+](=O)[O-])OC (3,5-dimethoxy-4-(4-nitrobenzyloxy)-benzaldehyde). Isolated yield 95.7%. Reaction SMILES: [CH:1](=[O:13])[C:2]1[CH:12]=[C:9]([O:10][CH3:11])[C:7]([OH:8])=[C:4]([O:5][CH3:6])[CH:3]=1.[N+:14]([C:17]1[CH:24]=[CH:23][C:20]([CH2:21]Br)=[CH:19][CH:18]=1)([O-:16])=[O:15].C(=O)([O-])[O-].[K+].[K+]>CC(C)=O>[CH3:11][O:10][C:9]1[CH:12]=[C:2]([CH:3]=[C:4]([O:5][CH3:6])[C:7]=1[O:8][CH2:21][C:20]1[CH:23]=[CH:24][C:17]([N+:14]([O-:16])=[O:15])=[CH:18][CH:19]=1)[CH:1]=[O:13] |f:2.3.4|. Procedure: A solution of syringaldehyde (10 g, 55 mmol), p-nitrobenzyl bromide (13 g, 60 mmol) and potassium carbonate (9.0 g, 65 mmol) in 40 ml of acetone was heated under reflux for 4 hours. The solvent was distilled off under reduced pressure. The residue was added with water and then with dichloromethane. The organic layer was thereafter dried over anhydrous magnesium sulfate. The residue obtained by distilling off the solvent was added with ether, followed by stirring at room temperature. The insolubl... Reactants: ClC1=NC=C(C=C1)CCl (2-chloro-5-chloromethylpyridine), [H-].[Na+] (sodium hydride), ClC1=C(C=CC(=C1)OC1=CC=CC=C1)O (2-chloro-4-phenoxyphenol), ice water. Run in CN(C=O)C (N,N-dimethylformamide), CN(C=O)C (N,N-dimethylformamide), CN(C=O)C (N,N-dimethylformamide). Run at time 30 minute. Yields the product ClC1=NC=C(C=C1)COC1=C(C=C(C=C1)OC1=CC=CC=C1)Cl (2-chloro-5-(2-chloro-4-phenoxyphenoxy)methylpyridine). The yield is 70.8%. Reaction SMILES: [H-].[Na+].[Cl:3][C:4]1[CH:9]=[C:8]([O:10][C:11]2[CH:16]=[CH:15][CH:14]=[CH:13][CH:12]=2)[CH:7]=[CH:6][C:5]=1[OH:17].[Cl:18][C:19]1[CH:24]=[CH:23][C:22]([CH2:25]Cl)=[CH:21][N:20]=1>CN(C)C=O>[Cl:18][C:19]1[CH:24]=[CH:23][C:22]([CH2:25][O:17][C:5]2[CH:6]=[CH:7][C:8]([O:10][C:11]3[CH:16]=[CH:15][CH:14]=[CH:13][CH:12]=3)=[CH:9][C:4]=2[Cl:3])=[CH:21][N:20]=1 |f:0.1|. Procedure: To a solution of 0.09 g of sodium hydride (60% oil dispersion) in 10 ml of N,N-dimethylformamide, there was added dropwise a solution of 0.45 g of 2-chloro-4-phenoxyphenol in 3 ml of N,N-dimethylformamide with stirring and ice-cooling. After 30 minutes, a solution of 0.34 g of 2-chloro-5-chloromethylpyridine in 5 ml of N,N-dimethylformamide was added thereto at room temperature, followed by stirring at the same temperature for 10 hours. The reaction mixture was poured into ice-water and extracte... The reactants are S1C2=C(C=C1C=O)C=CC=C2 (benzo[b]thiophene-2-carboxaldehyde), C(CC(=O)C)(=O)OCC (ethyl acetoacetate), [OH-].[NH4+] (ammonium hydroxide). Run in C(C)O (ethanol). Yields the product S1C2=C(C=C1C1C(=C(NC(=C1C(=O)OCC)C)C)C(=O)OCC)C=CC=C2 (4-benzo[b]thien-2-yl-1,4-dihydro-2,6-dimethyl-3,5-pyridinedicarboxylic acid, diethyl ester). RXN SMILES: [S:1]1[C:5]([CH:6]=O)=[CH:4][C:3]2[CH:8]=[CH:9][CH:10]=[CH:11][C:2]1=2.[C:12]([O:18][CH2:19][CH3:20])(=[O:17])[CH2:13][C:14]([CH3:16])=O.[OH-:21].[NH4+:22]>C(O)C>[S:1]1[C:5]([CH:6]2[C:13]([C:12]([O:18][CH2:19][CH3:20])=[O:17])=[C:14]([CH3:16])[NH:22][C:14]([CH3:16])=[C:13]2[C:12]([O:18][CH2:19][CH3:20])=[O:21])=[CH:4][C:3]2[CH:8]=[CH:9][CH:10]=[CH:11][C:2]1=2 |f:2.3|. Procedure: A mixture of 3.24 g of benzo[b]thiophene-2-carboxaldehyde, 5.2 ml of ethyl acetoacetate, 2 ml of ammonium hydroxide, and 4 ml of ethanol was heated to reflux for 4 hours. The solution was concentrated in vacuo, at which time a yellow solid precipitated. The solid was recovered by filtration, providing 2.62 g of the desired title product, m.p. 167°-169° C. Reactants: CC(C[C@@H](C(O)C=1N(C=NC1)COCC1=CC=CC=C1)NC(OC(C)(C)C)=O)C ((S)-[3-Methyl-1-[[3-[(phenylmethoxy)methyl]-3H-imidazol-4-yl]hydroxymethyl]butyl]carbamic acid, 1,1-dimethylethyl ester). Solvent: ClCCl (dichloromethane), FC(C(=O)O)(F)F (trifluoroacetic acid). The product is N[C@@H](CC(C)C)C(O)C=1N(C=NC1)COCC1=CC=CC=C1 (α-[(S)-1-amino-3-methylbutyl]-3-[(phenylmethoxy)methyl]-3H-imidazole4-methanol). As a reaction SMILES: [CH3:1][CH:2]([CH3:29])[CH2:3][C@H:4]([NH:21]C(=O)OC(C)(C)C)[CH:5]([C:7]1[N:8]([CH2:12][O:13][CH2:14][C:15]2[CH:20]=[CH:19][CH:18]=[CH:17][CH:16]=2)[CH:9]=[N:10][CH:11]=1)[OH:6]>ClCCl.FC(F)(F)C(O)=O>[NH2:21][C@H:4]([CH:5]([C:7]1[N:8]([CH2:12][O:13][CH2:14][C:15]2[CH:20]=[CH:19][CH:18]=[CH:17][CH:16]=2)[CH:9]=[N:10][CH:11]=1)[OH:6])[CH2:3][CH:2]([CH3:29])[CH3:1]. Procedure details: A solution of the product from part (e) (0.11 g., 0.26 mmole) in dichloromethane (2 ml.) and trifluoroacetic acid (2 ml.) is stirred at 10° for 30 minutes and at room temperature for 10 minutes. The reaction mixture is evaporated in vacuo and then concentrated from acetonitrile (three times) to give α-[(S)-1-amino-3-methylbutyl]-3-[(phenylmethoxy)methyl]-3H-imidazole4-methanol which contains 2.5M of trifluoroacetic acid. The reactants are ClC1=NC=CC=C1C(=O)NCC(=O)O (2-{[(2-chloro-3-pyridinyl)carbonyl]amino}acetic acid), CC(=O)C1=CC=C(C=C1)[N+](=O)[O-] (4-nitroacetophenone), C(C)(=O)[O-].[Pb+4].C(C)(=O)[O-].C(C)(=O)[O-].C(C)(=O)[O-] (lead (IV) acetate), C(C)(=O)OC(C)=O (acetic anhydride). Run in C1CCOC1 (THF). Yields the product ClC1=NC=CC=C1C=1OC(/C(/N1)=C(\C)/C1=CC=C(C=C1)[N+](=O)[O-])=O (2-(2-Chloro-3-pyridinyl)-4-[(Z)-1-(4-nitrophenyl)ethylidene]-1,3-oxazol-5-one). The yield is 20.8%. As a reaction SMILES: [Cl:1][C:2]1[C:7]([C:8]([NH:10][CH2:11][C:12]([OH:14])=[O:13])=O)=[CH:6][CH:5]=[CH:4][N:3]=1.[CH3:15][C:16]([C:18]1[CH:23]=[CH:22][C:21]([N+:24]([O-:26])=[O:25])=[CH:20][CH:19]=1)=O.C([O-])(=O)C.[Pb+4].C([O-])(=O)C.C([O-])(=O)C.C([O-])(=O)C.C(OC(=O)C)(=O)C>C1COCC1>[Cl:1][C:2]1[C:7]([C:8]2[O:14][C:12](=[O:13])/[C:11](=[C:16](/[C:18]3[CH:19]=[CH:20][C:21]([N+:24]([O-:26])=[O:25])=[CH:22][CH:23]=3)\[CH3:15])/[N:10]=2)=[CH:6][CH:5]=[CH:4][N:3]=1 |f:2.3.4.5.6|. Reported procedure: A mixture of 2-{[(2-chloro-3-pyridinyl)carbonyl]amino}acetic acid (6.44 g, 30 mmol, prepared from glycine and 2-chloronicotinoyl chloride), 4-nitroacetophenone (2.48 g, 15 mmol), lead (IV) acetate (3.33 g, 7.5 mmol) and acetic anhydride in THF (30 ml) was heated at reflux for 4 days. The mixture was poured onto crushed ice, the solid filtered off, washed with water and dried. The brown solid was triturated twice with boiling ethanol and filtered off to give the title compound as a brown solid (1... Reactants: ClC=1C=C(C#N)C=C(C1)OC1=C2C=NN(C2=CC=C1Cl)CC1=NN(C2=NC(=CC=C21)NCC2=CC=C(C=C2)OC)CC2=CC=C(C=C2)OC (3-chloro-5-{[5-chloro-1-({1-(4-methoxybenzyl)-6-[(4-methoxybenzyl)amino]-1H-pyrazolo[3,4-b]pyridin-3-yl}methyl)-1H-indazol-4-yl]oxy}benzonitrile). Run in C(=O)(C(F)(F)F)O (TFA). Conditions: time 2.5 hour. Yields the product NC1=CC=C2C(=N1)NN=C2CN2N=CC1=C(C(=CC=C21)Cl)OC=2C=C(C#N)C=C(C2)Cl (3-({1-[(6-Amino-1H-pyrazolo[3,4-b]pyridin-3-yl)methyl]-5-chloro-1H-indazol-4-yl}oxy)-5-chlorobenzonitrile). Reaction SMILES: [Cl:1][C:2]1[CH:3]=[C:4]([CH:7]=[C:8]([O:10][C:11]2[C:19]([Cl:20])=[CH:18][CH:17]=[C:16]3[C:12]=2[CH:13]=[N:14][N:15]3[CH2:21][C:22]2[C:30]3[C:25](=[N:26][C:27]([NH:31]CC4C=CC(OC)=CC=4)=[CH:28][CH:29]=3)[N:24](CC3C=CC(OC)=CC=3)[N:23]=2)[CH:9]=1)[C:5]#[N:6]>C(O)(C(F)(F)F)=O>[NH2:31][C:27]1[N:26]=[C:25]2[NH:24][N:23]=[C:22]([CH2:21][N:15]3[C:16]4[C:12](=[C:11]([O:10][C:8]5[CH:7]=[C:4]([CH:3]=[C:2]([Cl:1])[CH:9]=5)[C:5]#[N:6])[C:19]([Cl:20])=[CH:18][CH:17]=4)[CH:13]=[N:14]3)[C:30]2=[CH:29][CH:28]=1. Procedure: 3-chloro-5-{[5-chloro-1-({1-(4-methoxybenzyl)-6-[(4-methoxybenzyl)amino]-1H-pyrazolo[3,4-b]pyridin-3-yl}methyl)-1H-indazol-4-yl]oxy}benzonitrile (0.848 g, 1.228 mmol) was dissolved in TFA (10 mL) and placed in an oil bath at 75° C. After 2.5 hours, the reaction mixture was allowed to cool to room temperature and was concentrated under reduced pressure. The resulting residue was suspended in a chloroform and ethyl acetate mixture (4:1, 200 mL) and aqueous sodium bicarbonate (50 mL) was added. Eth... Reactants: FC=1C(=NC=CC1SC1=CN=C(S1)NC1=NC=C(C=C1)NC1CCNCC1)C(=O)NCC(CCC)(C1=CC=CC=C1)O (3-fluoro-N-(2-hydroxy-2-phenylpentyl)-4-(2-(5-(piperidin-4-ylamino)pyridin-2-ylamino)thiazol-5-ylthio)picolinamide), CN(CC(=O)O)C (dimethylglycine), CCN=C=NCCCN(C)C (EDAC), C=1C=CC2=C(C1)N=NN2O (HOBt), Cl (HCl). The solvent is CN1CCCC1=O (NMP), solvent B. Conditions: time 2 hour. Yields the product CN(CC(=O)N1CCC(CC1)NC=1C=CC(=NC1)NC=1SC(=CN1)SC1=C(C(=NC=C1)C(=O)NCC(CCC)(C1=CC=CC=C1)O)F)C (4-(2-(5-(1-(2-(dimethylamino)acetyl)piperidin-4-ylamino)pyridin-2-ylamino)thiazol-5-ylthio)-3-fluoro-N-(2-hydroxy-2-phenylpentyl)picolinamide). RXN SMILES: [F:1][C:2]1[C:3]([C:28]([NH:30][CH2:31][C:32]([OH:42])([C:36]2[CH:41]=[CH:40][CH:39]=[CH:38][CH:37]=2)[CH2:33][CH2:34][CH3:35])=[O:29])=[N:4][CH:5]=[CH:6][C:7]=1[S:8][C:9]1[S:13][C:12]([NH:14][C:15]2[CH:20]=[CH:19][C:18]([NH:21][CH:22]3[CH2:27][CH2:26][NH:25][CH2:24][CH2:23]3)=[CH:17][N:16]=2)=[N:11][CH:10]=1.[CH3:43][N:44]([CH3:49])[CH2:45][C:46](O)=[O:47].CCN=C=NCCCN(C)C.C1C=CC2N(O)N=NC=2C=1.Cl>CN1C(=O)CCC1>[CH3:43][N:44]([CH3:49])[CH2:45][C:46]([N:25]1[CH2:24][CH2:23][CH:22]([NH:21][C:18]2[CH:19]=[CH:20][C:15]([NH:14][C:12]3[S:13][C:9]([S:8][C:7]4[CH:6]=[CH:5][N:4]=[C:3]([C:28]([NH:30][CH2:31][C:32]([OH:42])([C:36]5[CH:37]=[CH:38][CH:39]=[CH:40][CH:41]=5)[CH2:33][CH2:34][CH3:35])=[O:29])[C:2]=4[F:1])=[CH:10][N:11]=3)=[N:16][CH:17]=2)[CH2:27][CH2:26]1)=[O:47]. Procedure: To a stirring suspension of 3-fluoro-N-(2-hydroxy-2-phenylpentyl)-4-(2-(5-(piperidin-4-ylamino)pyridin-2-ylamino)thiazol-5-ylthio)picolinamide (737 mg, 1.021 mmol), dimethylglycine (636 mg, 6.167 mmol), EDAC (590 mg, 3.078 mmol), HOBt (275 mg, 2.035 mmol) in NMP (10 mL) was added i-Pr2Net (1.8 ml, 10.3 mmol). After 2 h, the reaction was diluted with PrepLC solvent B (TFA):TFA (8 mL:2 mL), filtered into 14 prepLC vials, purified on PrepLC (YMC-Pack C18 30×100 mm, NH4Oac). The fractions containing...